From a dataset of the Open Reaction Database (ORD), a public repository of structured organic reaction records. describe an organic reaction: reactants, conditions, products, and yield Starting materials: carboxylic acid, ClC=1C=CC(=C(C(=O)OC)C1)F (methyl 5-chloro-2-fluorobenzoate), ClC=1C=C(C=C(C1)F)O (3-chloro-5-fluorophenol), carboxylic acid, crude product, Cl.N[C@@H](C)C1=CC=C(C(=O)OC)C=C1 (Methyl 4-[(1S)-1-aminoethyl]benzoate hydrochloride). Yields the product ClC=1C=CC(=C(C(=O)N[C@@H](C)C2=CC=C(C(=O)OC)C=C2)C1)OC1=CC(=CC(=C1)F)Cl (Methyl 4-((1S)-1-{[5-chloro-2-(3-chloro-5-fluorophenoxy)benzoyl]amino}ethyl)benzoate). Reaction SMILES: [Cl:1][C:2]1[CH:3]=[CH:4][C:5](F)=[C:6]([CH:11]=1)[C:7](OC)=[O:8].[Cl:13][C:14]1[CH:15]=[C:16]([OH:21])[CH:17]=[C:18]([F:20])[CH:19]=1.Cl.[NH2:23][C@H:24]([C:26]1[CH:35]=[CH:34][C:29]([C:30]([O:32][CH3:33])=[O:31])=[CH:28][CH:27]=1)[CH3:25]>>[Cl:1][C:2]1[CH:3]=[CH:4][C:5]([O:21][C:16]2[CH:17]=[C:18]([F:20])[CH:19]=[C:14]([Cl:13])[CH:15]=2)=[C:6]([CH:11]=1)[C:7]([NH:23][C@H:24]([C:26]1[CH:35]=[CH:34][C:29]([C:30]([O:32][CH3:33])=[O:31])=[CH:28][CH:27]=1)[CH3:25])=[O:8] |f:2.3|. Reported procedure: The title compound was prepared according to the three steps procedure described in step 1 of Example 67, step 2 of Example 43, and step 3 of Example 1. Firstly, methyl 5-chloro-2-fluorobenzoate was reacted with 3-chloro-5-fluorophenol. Next, the crude product was hydrolyzed to the corresponding carboxylic acid. Finally, the carboxylic acid was condensed with methyl 4-[(1S)-1-aminoethyl]benzoate hydrochloride (step 3 of Example 5): 1H-NMR (CDCl3) δ 8.12 (1H, d, J=2.8 Hz), 7.94 (2H, d, J=8.3 Hz),...